From a dataset of the Open Reaction Database (ORD), a public repository of structured organic reaction records. describe an organic reaction: reactants, conditions, products, and yield Starting materials: Cl (HCl), [Mg] (magnesium), [NH4+].[Cl-] (NH4Cl), BrC1=CC=C(C=C1)C1=CC=CC=C1 (4-bromobiphenyl), BrC1=CC=C(C=C1)C1=CC=CC=C1 (4-bromobiphenyl), Cl.Cl.ClC1=C(C=CC(=C1)Cl)C(CCN1CCC(CC1)CCN(C)C)=O (1-(2,4-dichlorophenyl)-3-[4-[2-(dimethylamino)ethyl]-1-piperidinyl]-1-propanone dihydrochloride). The solvent is C1CCOC1 (THF), C1CCOC1 (THF), C(C)OCC (diethyl ether). The product is Cl.Cl.C1(=CC=C(C=C1)C(CCN1CCC(CC1)CCN(C)C)(O)C1=C(C=C(C=C1)Cl)Cl)C1=CC=CC=C1 ((±)-α-[(1,1 ′-biphenyl)-4-yl]-a-(2,4-dichlorophenyl)-4-[2-(dimethylamino)ethyl]-1-piperidine-propanol dihydrochloride). Yield: 15.6%. As a reaction SMILES: [Mg].Br[C:3]1[CH:8]=[CH:7][C:6]([C:9]2[CH:14]=[CH:13][CH:12]=[CH:11][CH:10]=2)=[CH:5][CH:4]=1.[ClH:15].Cl.[Cl:17][C:18]1[CH:23]=[C:22]([Cl:24])[CH:21]=[CH:20][C:19]=1[C:25](=[O:39])[CH2:26][CH2:27][N:28]1[CH2:33][CH2:32][CH:31]([CH2:34][CH2:35][N:36]([CH3:38])[CH3:37])[CH2:30][CH2:29]1.[NH4+].[Cl-].Cl>C1COCC1.C(OCC)C>[ClH:17].[ClH:15].[C:6]1([C:9]2[CH:14]=[CH:13][CH:12]=[CH:11][CH:10]=2)[CH:7]=[CH:8][C:3]([C:25]([C:19]2[CH:20]=[CH:21][C:22]([Cl:24])=[CH:23][C:18]=2[Cl:17])([OH:39])[CH2:26][CH2:27][N:28]2[CH2:33][CH2:32][CH:31]([CH2:34][CH2:35][N:36]([CH3:37])[CH3:38])[CH2:30][CH2:29]2)=[CH:4][CH:5]=1 |f:2.3.4,5.6,10.11.12|. Procedure details: The Grignard reaction was started with magnesium (0.08 mol) and a few ml of a mixture of 4-bromobiphenyl (0.08 mol) in THF (150 ml). Then the rest of the mixture of 4-bromobiphenyl in THF was added dropwise. The resulting reaction mixture was stirred and refluxed for 1 hour and then cooled. 1-(2,4-dichlorophenyl)-3-[4-[2-(dimethylamino)ethyl]-1-piperidinyl]-1-propanone dihydrochloride (0.023 mol) dissolved in diethyl ether (50 ml) was added dropwise. The mixture was stirred and refluxed for 1 ho... Reactants: FC(C1=C(C=CC=C1)N1C=NC(=C1)C(=O)N)(F)F (2-(trifluoromethyl)phenyl-1H-imidazole-4-carboxamide), COC=1C=CC(=CC1)P2(=S)SP(=S)(S2)C=3C=CC(=CC3)OC (Lawesson's reagent). Run in C1=CC=CC=C1 (benzene). The product is FC(C1=C(C=CC=C1)N1C=NC(=C1)C(N)=S)(F)F (2-(trifluoromethyl)phenyl-1H-imidazole-4-carbothioamide). Yield: 184.3%. As a reaction SMILES: [F:1][C:2]([F:18])([F:17])[C:3]1[CH:8]=[CH:7][CH:6]=[CH:5][C:4]=1[N:9]1[CH:13]=[C:12]([C:14]([NH2:16])=O)[N:11]=[CH:10]1.COC1C=CC(P2(SP(C3C=CC(OC)=CC=3)(=S)S2)=[S:28])=CC=1>C1C=CC=CC=1>[F:1][C:2]([F:18])([F:17])[C:3]1[CH:8]=[CH:7][CH:6]=[CH:5][C:4]=1[N:9]1[CH:13]=[C:12]([C:14](=[S:28])[NH2:16])[N:11]=[CH:10]1. Reported procedure: A mixture of 1-(3′-methylsulfonyl)biphenyl-4-yl)-2-(2-(trifluoromethyl)phenyl-1H-imidazole-4-carboxamide (243 mg, 0.5 mmol), Lawesson's reagent (243 mg, 0.6 mmol), and dry benzene (15 mL) was stirred at reflux for 2 h. The solvent was removed in vacuo, and the crude product was purified by flash chromatography (SiO2, 90% EtOAc/hexanes) to give 1-(3′-methylsulfonyl)biphenyl-4-yl)-2-(2-(trifluoromethyl)phenyl-1H-imidazole-4-carbothioamide as a yellow solid (250 mg, 100%). MS (ESI) 502 [M+H]+. Reactants: COC(C1=C(C=C(C=C1)OCCC=1N=C(OC1C)C1=CC=CC=C1)O)=O (2-Hydroxy-4-[2-(5-methyl-2-phenyl-1,3-oxazole-4-yl)ethoxy]benzoic acid methyl ester), C(=O)([O-])[O-].[K+].[K+] (K2CO3), C(C)I (EtI), O (water). The solvent is CN(C)C=O (DMF), CCCCCC (n-hexane), C(C)(=O)OCC (ethyl acetate). The product is COC(C1=C(C=C(C=C1)OCCC=1N=C(OC1C)C1=CC=CC=C1)OCC)=O (2-Ethoxy-4-[2-(5-methyl-2-phenyl-1,3-oxazole-4-yl)ethoxy]benzoic acid methyl ester). Isolated yield 96.6%. As a reaction SMILES: [CH3:1][O:2][C:3](=[O:26])[C:4]1[CH:9]=[CH:8][C:7]([O:10][CH2:11][CH2:12][C:13]2[N:14]=[C:15]([C:19]3[CH:24]=[CH:23][CH:22]=[CH:21][CH:20]=3)[O:16][C:17]=2[CH3:18])=[CH:6][C:5]=1[OH:25].C([O-])([O-])=O.[K+].[K+].[CH2:33](I)[CH3:34].O>CN(C=O)C.CCCCCC.C(OCC)(=O)C>[CH3:1][O:2][C:3](=[O:26])[C:4]1[CH:9]=[CH:8][C:7]([O:10][CH2:11][CH2:12][C:13]2[N:14]=[C:15]([C:19]3[CH:24]=[CH:23][CH:22]=[CH:21][CH:20]=3)[O:16][C:17]=2[CH3:18])=[CH:6][C:5]=1[O:25][CH2:33][CH3:34] |f:1.2.3|. Reported procedure: To a solution of the compound 25 (0.27 g) in DMF (5 mL) was added K2CO3 (0.16 g) and EtI (0.07 mL) and the mixture was allowed to stand over night. The reaction mixture was poured into water and the product was extracted with ethyl acetate (30 mL). The ethyl acetate phase was washed with water, satd. NaCl and dried over anhydrous Na2SO4 and filtrated. Evaporation of the filtered gave a residue, from which 0.28 g (96.6%) of the colorless objective compound was obtained by silicagel column chromat... Reactants: CO, COC(=O)C1CC(OC)C(O[N+](=O)[O-])C1, Cl, [K+], [OH-]. The product is COC1CC(C(=O)O)CC1O[N+](=O)[O-]. As a reaction SMILES: [CH3:19][OH:20].[CH3:1][O:2][CH:3]1[CH2:4][CH:5]([C:12](=[O:13])[O:14][CH3:15])[CH2:6][CH:7]1[O:8][N+:9](=[O:10])[O-:11].[ClH:18].[K+:17].[OH-:16]>>[CH3:1][O:2][CH:3]1[CH2:4][CH:5]([C:12](=[O:13])[OH:14])[CH2:6][CH:7]1[O:8][N+:9](=[O:10])[O-:11].